Dataset: the Open Reaction Database (ORD), a public repository of structured organic reaction records. Task: describe an organic reaction: reactants, conditions, products, and yield Starting materials: COC(CN(C(=O)[C@@H]1CC[C@H](CC1)O)C)OC (trans-N-(2,2-Dimethoxyethyl)-4-hydroxy-N-methylcyclohexanecarboxamide), C(C)(=O)[O-].[NH4+] (Ammonium acetate), CC(=O)O (AcOH), [OH-].[Na+] (NaOH). The solvent is O (water). Conditions: temperature 125 celsius. The product is CN1C(=NC=C1)[C@@H]1CC[C@H](CC1)O (trans-4-(1-Methyl-1H-imidazol-2-yl)cyclohexanol). As a reaction SMILES: CO[CH:3](OC)[CH2:4][N:5]([CH3:15])[C:6]([C@H:8]1[CH2:13][CH2:12][C@H:11]([OH:14])[CH2:10][CH2:9]1)=O.C([O-])(=O)C.[NH4+:22].CC(O)=O.[OH-].[Na+]>O>[CH3:15][N:5]1[CH:4]=[CH:3][N:22]=[C:6]1[C@H:8]1[CH2:13][CH2:12][C@H:11]([OH:14])[CH2:10][CH2:9]1 |f:1.2,4.5|. Procedure: A mixture of trans-N-(2,2-Dimethoxyethyl)-4-hydroxy-N-methylcyclohexanecarboxamide (265 mg, 1.08 mmol) and Ammonium acetate (2.2 g, 29 mmol) in AcOH (3.0 mL, 53 mmol) was heated to reflux (oil bath temperature 125° C.) for 16.5 h. To the cooled solution were added 10 N NaOH (≈10 mL) and water (≈10 mL), and the mixture was extracted with DCM (3×20 mL). The combined DCM extracts were washed with brine, dried over MgSO4, filtered, and concentrated to give the title compound as light orange solid. A... Starting materials: C(C1=CC=CC=C1)SCC(C(=O)N1[C@H](C(=O)O)CCC1)C (1-[3-(benzylthio)-2-methylpropanoyl]-L-proline), [Na] (sodium), S(=O)(=O)([O-])[O-].[NH4+].[NH4+] (ammonium sulfate). Run in N (ammonia), N (ammonia). The product is SCC(C(=O)N1[C@H](C(=O)O)CCC1)C (1-(3-mercapto-2-methylpropanoyl)-L-proline). As a reaction SMILES: C([S:8][CH2:9][CH:10]([CH3:21])[C:11]([N:13]1[CH2:20][CH2:19][CH2:18][C@H:14]1[C:15]([OH:17])=[O:16])=[O:12])C1C=CC=CC=1.[Na].S([O-])([O-])(=O)=O.[NH4+].[NH4+]>N>[SH:8][CH2:9][CH:10]([CH3:21])[C:11]([N:13]1[CH2:20][CH2:19][CH2:18][C@H:14]1[C:15]([OH:17])=[O:16])=[O:12] |f:2.3.4,^1:21|. Procedure details: 1-[3-(benzylthio)-2-methylpropanoyl]-L-proline (0.1 g.) is suspended in boiling liquid ammonia (10 ml.) and small pieces of sodium are added with stirring until persistent blue color. The color is discharged with a few crystals of ammonium sulfate and the ammonia is allowed to evaporate under a current of nitrogen. The residue is dissolved in a mixture of dilute hydrochloric acid and ethyl acetate. The organic layer is dried and concentrated to dryness in vacuo to yield 1-(3-mercapto-2-methylpro... Reactants: ClC1=C(C=CC(=C1)Cl)C[N+]#[C-] ((2,4-dichlorophenyl)methyl isocyanide), CC(CC(=O)O)(C=O)C (3,3-dimethyl-4-oxobutanoic acid), CN (methylamine), CO (methanol). Reaction conditions: temperature 100 celsius. Yields the product ClC1=C(C=CC(=C1)Cl)CNC([C@H]1N(C(CC1(C)C)=O)C)=O (N-[(2,4-dichlorophenyl)methyl]-1,3,3-trimethyl-5-oxoprolinamide). Reaction SMILES: [Cl:1][C:2]1[CH:7]=[C:6]([Cl:8])[CH:5]=[CH:4][C:3]=1[CH2:9][N+:10]#[C-:11].[CH3:12][C:13]([CH3:20])([CH:18]=O)[CH2:14][C:15](O)=[O:16].[CH3:21][NH2:22].C[OH:24]>>[Cl:1][C:2]1[CH:7]=[C:6]([Cl:8])[CH:5]=[CH:4][C:3]=1[CH2:9][NH:10][C:11](=[O:24])[C@@H:18]1[C:13]([CH3:20])([CH3:12])[CH2:14][C:15](=[O:16])[N:22]1[CH3:21]. Reported procedure: To a solution of (2,4-dichlorophenyl)methyl isocyanide (0.094 g, 0.5 mmol) and 3,3-dimethyl-4-oxobutanoic acid (0.065 mg, 0.5 mmol, prepared as described below) in methanol (2 ml) was added methylamine (0.080 ml, 33% solution in ethanol). The mixture was heated to 100° C. for 30 minutes in a microwave reactor. The solvent was removed in vacuo and the residue was purified by mass-directed automated HPLC to give a colourless gum which was triturated with diethyl ether to give N-[(2,4-dichloropheny... The product is C(C1=CC=CC=C1)OC1=[N+](C(=CC=C1)C)[O-] (2-benzyloxy-6-methylpyridine N-oxide). Starting materials: [H-].[Na+] (sodium hydride), C(C1=CC=CC=C1)O (benzyl alcohol), ClC1=[N+](C(=CC=C1)C)[O-] (2-chloro-6-methylpyridine N-oxide), resultant mixture. Solvent: CS(=O)C (dimethyl sulfoxide), CS(=O)C (dimethyl sulfoxide). Run at time 10 hour. As a reaction SMILES: [H-].[Na+].[CH2:3]([OH:10])[C:4]1[CH:9]=[CH:8][CH:7]=[CH:6][CH:5]=1.Cl[C:12]1[CH:17]=[CH:16][CH:15]=[C:14]([CH3:18])[N+:13]=1[O-:19]>CS(C)=O>[CH2:3]([O:10][C:12]1[CH:17]=[CH:16][CH:15]=[C:14]([CH3:18])[N+:13]=1[O-:19])[C:4]1[CH:9]=[CH:8][CH:7]=[CH:6][CH:5]=1 |f:0.1|. Procedure details: To a slurry of sodium hydride (4.2 g, 105 mmol; 60% dispersion in mineral oil) in anhydrous dimethyl sulfoxide (70 mL), benzyl alcohol (8.7 mL, 84 mmol) was added over a period of 10 minute. The mixture was stirred at room temp. for 10 h., and treated with a solution of 2-chloro-6-methylpyridine N-oxide (10 g, 70 mmol) in dimethyl sulfoxide (10 mL). The resultant mixture was stirred at room temp. overnight, quenched with water and aqueous hydrochloric acid (to pH 8). The mixture was extracted wi... As a reaction SMILES: [CH2:1]([O:3][P:4]([C:9]1[CH:14]=[CH:13][C:12]([C:15]2([CH2:22][CH:23]3[C:36]4[CH:35]=[CH:34][CH:33]=[CH:32][C:31]=4[O:30][C:29]4[C:24]3=[CH:25][CH:26]=[CH:27][CH:28]=4)[NH:19]C(=O)N[C:16]2=[O:21])=[CH:11][CH:10]=1)([O:6][CH2:7][CH3:8])=[O:5])[CH3:2].[OH-:37].[Na+]>O>[NH2:19][C:15]([C:12]1[CH:13]=[CH:14][C:9]([P:4]([O:3][CH2:1][CH3:2])([O:6][CH2:7][CH3:8])=[O:5])=[CH:10][CH:11]=1)([CH2:22][CH:23]1[C:36]2[CH:35]=[CH:34][CH:33]=[CH:32][C:31]=2[O:30][C:29]2[C:24]1=[CH:25][CH:26]=[CH:27][CH:28]=2)[C:16]([OH:37])=[O:21] |f:1.2|. Reactants: C(C)OP(=O)(OCC)C1=CC=C(C=C1)C1(C(NC(N1)=O)=O)CC1C2=CC=CC=C2OC=2C=CC=CC12 (5-(4-Diethylphosphonophenyl)-5-(9H-xanthen-9-ylmethyl)hydantoin), [OH-].[Na+] (sodium hydroxide), Example 1 ( vi ). Solvent: O (water). Procedure: 5-(4-Diethylphosphonophenyl)-5-(9H-xanthen-9-ylmethyl)hydantoin (1.0 g), 2.0 mmol) was reacted with aqueous sodium hydroxide (2M, 6 ml) in water (4 ml) following the procedure described in Example 1 (vi) to give 2-amino-3-(9H-xanthen-9-yl)-2-(4-diethylphosphonophenyl)propanoic acid as a white powder. Yields the product NC(C(=O)O)(CC1C2=CC=CC=C2OC=2C=CC=CC12)C1=CC=C(C=C1)P(=O)(OCC)OCC (2-amino-3-(9H-xanthen-9-yl)-2-(4-diethylphosphonophenyl)propanoic acid). Reactants: C(C)(C)(C)OC(=O)N1CCN(CC1)C1=CC2=C(N3C(N2C2CC2)=CC(N(C3=O)NC(=O)OC(C)(C)C)=O)C=C1F (tert-Butyl 7-[4-(tert-butoxycarbonyl)-1-piperazinyl]-5-cyclopropyl-8-fluoro-3,5-dihydro-1,3-dioxopyrimido-[1,6-a]benzimidazol-2(1H)-carbamate). Run in FC(C(=O)O)(F)F (trifluoroacetic acid). Conditions: time 2 hour. The product is NN1C(N2C(N(C3=C2C=C(C(=C3)N3CCNCC3)F)C3CC3)=CC1=O)=O (2-amino-5-cyclopropyl-8-fluoro-7-(1-piperazinyl)pyrimido[1,6-a]benzimidazole-1,3(2H,5H)-dione). RXN SMILES: C(OC([N:8]1[CH2:13][CH2:12][N:11]([C:14]2[C:39]([F:40])=[CH:38][C:17]3[N:18]4[C:27](=[O:28])[N:26]([NH:29]C(OC(C)(C)C)=O)[C:25](=[O:37])[CH:24]=[C:19]4[N:20]([CH:21]4[CH2:23][CH2:22]4)[C:16]=3[CH:15]=2)[CH2:10][CH2:9]1)=O)(C)(C)C>FC(F)(F)C(O)=O>[NH2:29][N:26]1[C:25](=[O:37])[CH:24]=[C:19]2[N:20]([CH:21]3[CH2:23][CH2:22]3)[C:16]3[CH:15]=[C:14]([N:11]4[CH2:10][CH2:9][NH:8][CH2:13][CH2:12]4)[C:39]([F:40])=[CH:38][C:17]=3[N:18]2[C:27]1=[O:28]. Procedure: tert-Butyl 7-[4-(tert-butoxycarbonyl)-1-piperazinyl]-5-cyclopropyl-8-fluoro-3,5-dihydro-1,3-dioxopyrimido-[1,6-a]benzimidazol-2(1H)-carbamate (0.145 g, 0.26 mmol) is dissolved in 1 ml of trifluoroacetic acid and stirred at room temperature for 2 hours. The reaction solution is concentrated, treated with 1 ml of H2O, adjusted to pH 8 with saturated aqueous NaHCO3 solution and stirred at room temperature for 1 hour. The suspension is cooled to 0° and suction filtered. The product is chromatographe... Starting materials: Example 1, C(C1=CC=CC=C1)=C1C(NCCC1)=O (3-(benzylidene)-2-piperidone), CO (Methanol). Reagents/catalysts: [Ir] (iridium). The solvent is ClCCl (dichloromethane). The product is C(C1=CC=CC=C1)C1C(NCCC1)=O (3-benzyl-2-piperidone). Isolated yield 97.5%. As a reaction SMILES: [CH:1](=[C:8]1[CH2:13][CH2:12][CH2:11][NH:10][C:9]1=[O:14])[C:2]1[CH:7]=[CH:6][CH:5]=[CH:4][CH:3]=1.CO>[Ir].ClCCl>[CH2:1]([CH:8]1[CH2:13][CH2:12][CH2:11][NH:10][C:9]1=[O:14])[C:2]1[CH:7]=[CH:6][CH:5]=[CH:4][CH:3]=1. Reported procedure: This example describes the preparation of I where n=2 and R1=phenyl. In a nitrogen-filled glove box, a Fisher-Porter tube was charged with iridium catalyst prepared as in Example 1 (10 mg, 0.012 mmol) and 3-(benzylidene)-2-piperidone (250 mg, 1.3 mmol). Methanol (3 mL) and dichloromethane (3 mL) were added and the system was flushed 4 times with hydrogen and pressured to 60 psi (0.5 MPa) H2. After 18 h the reaction mixture was filtered through a short pad of silica. The solvent was removed at re...